Dataset: the Open Reaction Database (ORD), a public repository of structured organic reaction records. Task: describe an organic reaction: reactants, conditions, products, and yield Reactants: O=C1C=CCCC1, CN(C)C=O, [Cl-], N#C[K], [NH4+], O. Product: N#CC1CCCC(=O)C1. RXN SMILES: [C:6]1(=[O:12])[CH:7]=[CH:8][CH2:9][CH2:10][CH2:11]1.[CH3:13][N:14]([CH3:15])[CH:16]=[O:17].[Cl-:1].[K:3][C:4]#[N:5].[NH4+:2].[OH2:18]>>[C:4](#[N:5])[CH:8]1[CH2:7][C:6](=[O:12])[CH2:11][CH2:10][CH2:9]1. The reactants are COC(=O)CBr, CCOC(C)=O, [K+], [K+], O=C([O-])[O-], CN(C)C=O, O, COc1cc(C=O)cc(OC)c1O. Yields the product COC(=O)COc1c(OC)cc(C=O)cc1OC. As a reaction SMILES: [CH3:14][O:15][C:16]([CH2:17][Br:18])=[O:19].[CH3:32][CH2:33][O:34][C:35](=[O:36])[CH3:37].[K+:20].[K+:21].[O-:22][C:23]([O-:24])=[O:25].[O:26]=[CH:27][N:28]([CH3:29])[CH3:30].[OH2:31].[OH:1][c:2]1[c:3]([O:12][CH3:13])[cH:4][c:5]([CH:6]=[O:7])[cH:8][c:9]1[O:10][CH3:11]>>[O:1]([c:2]1[c:3]([O:12][CH3:13])[cH:4][c:5]([CH:6]=[O:7])[cH:8][c:9]1[O:10][CH3:11])[CH2:17][C:16]([O:15][CH3:14])=[O:19]. Starting materials: O=C1CCC(=O)N1Br, ClCCl, OCCCc1ccc(F)c(C(F)(F)F)c1, O, c1ccc(P(c2ccccc2)c2ccccc2)cc1. The product is Fc1ccc(CCCBr)cc1C(F)(F)F. As a reaction SMILES: [Br:35][N:36]1[C:37](=[O:38])[CH2:39][CH2:40][C:41]1=[O:42].[CH2:44]([Cl:45])[Cl:46].[F:1][c:2]1[c:3]([C:12]([F:13])([F:14])[F:15])[cH:4][c:5]([CH2:8][CH2:9][CH2:10][OH:11])[cH:6][cH:7]1.[OH2:43].[c:16]1([P:17]([c:18]2[cH:19][cH:20][cH:21][cH:22][cH:23]2)[c:24]2[cH:25][cH:26][cH:27][cH:28][cH:29]2)[cH:30][cH:31][cH:32][cH:33][cH:34]1>>[F:1][c:2]1[c:3]([C:12]([F:13])([F:14])[F:15])[cH:4][c:5]([CH2:8][CH2:9][CH2:10][Br:35])[cH:6][cH:7]1. Reactants: CC=1C=C2C=CNC2=CC1 (5-methyl-1H-indole), solution, C(C(=O)Cl)(=O)Cl (oxalyl chloride), C(Cl)Cl (methylene chloride), C[O-].[Na+] (sodium methoxide), CO (methanol). The solvent is C(C)OCC (diethyl ether). Reaction conditions: time 1.5 hour. Product: CC=1C=C2C(=CNC2=CC1)C(C(=O)OC)=O (Methyl 2-(5-methyl-1H-indol-3-yl)oxoacetate). Isolated yield 70.0%. As a reaction SMILES: [CH3:1][C:2]1[CH:3]=[C:4]2[C:8](=[CH:9][CH:10]=1)[NH:7][CH:6]=[CH:5]2.[C:11](Cl)(=[O:15])[C:12](Cl)=[O:13].C(Cl)Cl.[CH3:20][O-:21].[Na+].CO>C(OCC)C>[CH3:1][C:2]1[CH:3]=[C:4]2[C:8](=[CH:9][CH:10]=1)[NH:7][CH:6]=[C:5]2[C:11](=[O:15])[C:12]([O:21][CH3:20])=[O:13] |f:3.4|. Reported procedure: To a solution of 5-methyl-1H-indole (1.00 g, 7.6 mmol) in diethyl ether (10 mL) at 4° C. was added a 2.0 M solution of oxalyl chloride in methylene chloride (4.0 mL, 8.0 mmol). The resulting solution was allowed to warm to room temperature and stirred for 1.5 h. The solution was cooled to −78° C. To this solution was added 25% (w/w) solution of sodium methoxide in methanol (3.65 mL, 16.0 mmol). The resulting solution was allowed to warm to room temperature. After one hour, the solution was filte... Reactants: C1(CCCCC1)CNC(=O)C=1C(=NC(=NC1)Cl)C(F)(F)F (2-chloro-4-trifluoromethyl-pyrimidine-5-carboxylic acid cyclohexylmethyl-amide), ClC=1C=C(N)C=CC1F (3-chloro-4-fluoroaniline). Solvent: O1CCOCC1 (1,4-dioxan). Yields the product C1(CCCCC1)CNC(=O)C=1C(=NC(=NC1)NC1=CC(=C(C=C1)F)Cl)C(F)(F)F (2-(3 Chloro-4-fluorophenylamino)-4-trifluoromethyl-pyrimidine-5-carboxylic acid cyclohexylmethyl-amide). Isolated yield 79.9%. Reaction SMILES: [CH:1]1([CH2:7][NH:8][C:9]([C:11]2[C:12]([C:18]([F:21])([F:20])[F:19])=[N:13][C:14](Cl)=[N:15][CH:16]=2)=[O:10])[CH2:6][CH2:5][CH2:4][CH2:3][CH2:2]1.[Cl:22][C:23]1[CH:24]=[C:25]([CH:27]=[CH:28][C:29]=1[F:30])[NH2:26]>O1CCOCC1>[CH:1]1([CH2:7][NH:8][C:9]([C:11]2[C:12]([C:18]([F:21])([F:20])[F:19])=[N:13][C:14]([NH:26][C:25]3[CH:27]=[CH:28][C:29]([F:30])=[C:23]([Cl:22])[CH:24]=3)=[N:15][CH:16]=2)=[O:10])[CH2:6][CH2:5][CH2:4][CH2:3][CH2:2]1. Reported procedure: To a solution of 2-chloro-4-trifluoromethyl-pyrimidine-5-carboxylic acid cyclohexylmethyl-amide (100 mg) in 1,4-dioxan (1 ml) was added 3-chloro-4-fluoroaniline (228 mg, ex Lancaster) and the solution stirred at reflux for 4 hours. Dioxan was removed under reduced pressure and ethyl acetate (5 ml) added. The solution was washed sequentially with 2N hydrochloric acid (2×3 ml) and water (3×3 ml), dried MgSO4), evaporated and triturated with isohexane to afford the title compound (107 mg). The reactants are CCO, [Mg+2], [OH-], [OH-], O, ONCl, O=C(O)C(=O)c1cnsc1. Yields the product O=C(O)C(=NO)c1cnsc1. RXN SMILES: [CH3:17][CH2:18][OH:19].[Mg+2:12].[OH-:11].[OH-:13].[OH2:20].[OH:14][NH:15][Cl:16].[s:1]1[n:2][cH:3][c:4]([C:6]([C:7](=[O:8])[OH:9])=[O:10])[cH:5]1>>[s:1]1[n:2][cH:3][c:4]([C:6]([C:7](=[O:8])[OH:9])=[N:15][OH:14])[cH:5]1. Reactants: C(=S)(Cl)Cl (thiophosgene), O (Water), CN(C)C1=NC=CC=C1 (Dimethylamino pyridine), C(C1=CC=CC=C1)N(CC1=CC=CC=C1)CC(COC1=C(C(=CC=C1)N)N)O ([3-(N,N-Dibenzylamino)-2hydroxypropoxy]-2,3-diamino benzene), C(=S)(Cl)Cl (thiophosgene). The solvent is C(Cl)Cl (methylene chloride), N1=CC=CC=C1 (pyridine). Conditions: temperature 0 celsius, time 30 minute. Product: OC(COC1=CC=CC=2NC(NC21)=S)CN(CC2=CC=CC=C2)CC2=CC=CC=C2 (4-[2-Hydroxy-3-(N,N-dibenzylamino)propoxy]-1,3-dihydro-2H-benzimidazol-2-thione). Yield: 96.4%. RXN SMILES: [CH2:1]([N:8]([CH2:16][CH:17]([OH:28])[CH2:18][O:19][C:20]1[CH:25]=[CH:24][CH:23]=[C:22]([NH2:26])[C:21]=1[NH2:27])[CH2:9][C:10]1[CH:15]=[CH:14][CH:13]=[CH:12][CH:11]=1)[C:2]1[CH:7]=[CH:6][CH:5]=[CH:4][CH:3]=1.CN(C1C=CC=CN=1)C.[C:38](Cl)(Cl)=[S:39].O>C(Cl)Cl.N1C=CC=CC=1>[OH:28][CH:17]([CH2:16][N:8]([CH2:9][C:10]1[CH:15]=[CH:14][CH:13]=[CH:12][CH:11]=1)[CH2:1][C:2]1[CH:7]=[CH:6][CH:5]=[CH:4][CH:3]=1)[CH2:18][O:19][C:20]1[C:21]2[NH:27][C:38](=[S:39])[NH:26][C:22]=2[CH:23]=[CH:24][CH:25]=1. Procedure: [3-(N,N-Dibenzylamino)-2hydroxypropoxy]-2,3-diamino benzene (400 mg, 1.1 mmol) was dissolved in a mixture of methylene chloride (70 mL) and pyridine (35 mL) and cooled to 0° C. Dimethylamino pyridine (DMAP; 311 mg, 2.5 mmol) was added and thiophosgene (179 mg, 0.119 mL, 1.6 mmol) was introduced in a dropwise fashion. After 30 minutes, another equivalent of thiophosgene was added and the mixture was stirred for 5 hours. Water was carefully added and the resulting biphasic mixture extracted with m... Starting materials: C(C)(C)(C)OC(=O)N1[C@@H](CC(CC1)=O)C(=O)O ((2S)-4-oxo-piperidine-1,2-dicarboxylic acid 1-tert-butyl ester), solution, [Si](C)(C)(C)C=[N+]=[N-] (TMS-diazomethane). Solvent: CO (methanol), CCCCCC (hexane). Run at time 15 minute. The product is methyl ester, COC(=O)C1N(CCC(C1)=O)C(=O)OC(C)(C)C (4-oxo-piperidine-1,2-dicarboxylic acid 1-tert-butyl ester 2-methyl ester). RXN SMILES: [C:1]([O:5][C:6]([N:8]1[CH2:13][CH2:12][C:11](=[O:14])[CH2:10][C@H:9]1[C:15]([OH:17])=[O:16])=[O:7])([CH3:4])([CH3:3])[CH3:2].[Si](C=[N+]=[N-])(C)(C)[CH3:19]>CO.CCCCCC>[CH3:19][O:16][C:15]([CH:9]1[CH2:10][C:11](=[O:14])[CH2:12][CH2:13][N:8]1[C:6]([O:5][C:1]([CH3:4])([CH3:2])[CH3:3])=[O:7])=[O:17]. Reported procedure: To (2S)-4-oxo-piperidine-1,2-dicarboxylic acid 1-tert-butyl ester (0.52 g, 2.15 mmol) in methanol (10 mL), 2 M solution of TMS-diazomethane (2 mL, 4 mmol) in hexane was added and stirred at room temperature for 15 min. The reaction solvent was removed and the methyl ester product obtained (4-oxo-piperidine-1,2-dicarboxylic acid 1-tert-butyl ester 2-methyl ester) was used as such for the next reaction (0.55 g, 100%): MS (ESPOS): 258 [M+H]+; 1H NMR (300 MHz, CD3OD) δ 5.13, 4.86 (bs, 1), 4.02-4.11 ...